This data is from the Open Reaction Database (ORD), a public repository of structured organic reaction records. The task is: describe an organic reaction: reactants, conditions, products, and yield The product is CC1=CC=CC=2C=C(OC21)C=O (7-methyl-benzofuran-2-aldehyde). Reaction SMILES: [CH3:1][C:2]1[O:3][C:4]2[C:10]([CH3:11])=[CH:9][CH:8]=[CH:7][C:5]=2[CH:6]=1.CC1C2[O:20]C=CC=2C=CC=1>>[CH3:11][C:10]1[C:4]2[O:3][C:2]([CH:1]=[O:20])=[CH:6][C:5]=2[CH:7]=[CH:8][CH:9]=1. Reported procedure: i. 2.7-Dimethyl-benzofuran. 7-Methyl-benzofuran (cf. compound (2) g.) is subjected to a WILSMEYER reaction to form 7-methyl-benzofuran-2-aldehyde which is converted into 2.7-dimethyl-benzofuran by a WOLFE-KISHNER reaction by the method described in Bull, Soc. Chim. France 29, 1875 (1952). The product thus obtained has the following peaks in its MS: 146 (100%), 145 (92%) and 131 (32%). Reactants: CC=1OC2=C(C1)C=CC=C2C (2.7-Dimethyl-benzofuran), CC1=CC=CC=2C=COC21 (7-Methyl-benzofuran), CC1=CC=CC=2C=COC21 (7-Methyl-benzofuran). Starting materials: Cc1ccc(C(O)=S)cc1C12CC3CC(CC(C3)C1)C2, [Cl-], O=S(Cl)Cl. Product: Cc1ccc(C(=S)Cl)cc1C12CC3CC(CC(C3)C1)C2. Reaction SMILES: [C:1]12([c:11]3[cH:12][c:13]([C:14](=[S:15])[OH:16])[cH:17][cH:18][c:19]3[CH3:20])[CH2:2][CH:3]3[CH2:4][CH:5]([CH2:6][CH:7]([CH2:8]1)[CH2:9]3)[CH2:10]2.[Cl-:21].[S:22]([Cl:23])([Cl:24])=[O:25]>>[C:1]12([c:11]3[cH:12][c:13]([C:14](=[S:15])[Cl:21])[cH:17][cH:18][c:19]3[CH3:20])[CH2:2][CH:3]3[CH2:4][CH:5]([CH2:6][CH:7]([CH2:8]1)[CH2:9]3)[CH2:10]2. Reaction conditions: temperature 120 celsius, time 2 hour. Yields the product C(C)OC(CCN1C=CC2=C1N=CN=C2NC2=CC=C(C=C2)OC(F)(F)F)=O (3-[4-(4-Trifluoromethoxy-phenylamino)-pyrrolo[2,3-d]pyrimidin-7-yl]-propionic acid ethyl ester), C(=O)(C(F)(F)F)O (TFA). Procedure: To a solution of 3-(4-Chloro-pyrrolo[2,3-d]pyrimidin-7-yl)-propionic acid ethyl ester (100 mg, 0.37 mmol) in sec-BuOH (3 mL) was added 4-trifluoromethoxyaniline (73 mg, 0.41 mmol). The mixture was heated at 120° C. and stirred for 2 h. The reaction mixture was concentrated and purified by prep-HPLC to afford the title compound as brown solid as TFA salt (114 mg, 60%). MS m/z 408.1 (M+1). Starting materials: C(C)OC(CCN1C=CC2=C1N=CN=C2Cl)=O (3-(4-Chloro-pyrrolo[2,3-d]pyrimidin-7-yl)-propionic acid ethyl ester), FC(OC1=CC=C(N)C=C1)(F)F (4-trifluoromethoxyaniline). Isolated yield 540.4%. As a reaction SMILES: [CH2:1]([O:3][C:4](=[O:17])[CH2:5][CH2:6][N:7]1[C:11]2[N:12]=[CH:13][N:14]=[C:15](Cl)[C:10]=2[CH:9]=[CH:8]1)[CH3:2].[F:18][C:19]([F:29])([F:28])[O:20][C:21]1[CH:27]=[CH:26][C:24]([NH2:25])=[CH:23][CH:22]=1>C(O)(CC)C>[CH2:1]([O:3][C:4](=[O:17])[CH2:5][CH2:6][N:7]1[C:11]2[N:12]=[CH:13][N:14]=[C:15]([NH:25][C:24]3[CH:26]=[CH:27][C:21]([O:20][C:19]([F:18])([F:28])[F:29])=[CH:22][CH:23]=3)[C:10]=2[CH:9]=[CH:8]1)[CH3:2].[C:4]([OH:17])([C:19]([F:18])([F:28])[F:29])=[O:3]. Run in C(C)(CC)O (sec-BuOH). Reactants: COC(=O)C=1SC(=CC1C(C)(C)C)C(OCC)OCC (5-diethoxymethyl-3-tert-butyl-thiophene-2-carboxylic acid methyl ester), C(=O)O (formic acid). Solvent: O1CCOCC1 (dioxane). Conditions: temperature 0 celsius, time 5 minute. Product: COC(=O)C=1SC(=CC1C(C)(C)C)C=O (5-formyl-3-tert-butyl-thiophene-2-carboxylic acid methyl ester). The yield is 100.0%. RXN SMILES: [CH3:1][O:2][C:3]([C:5]1[S:6][C:7]([CH:14](OCC)[O:15]CC)=[CH:8][C:9]=1[C:10]([CH3:13])([CH3:12])[CH3:11])=[O:4].C(O)=O>O1CCOCC1>[CH3:1][O:2][C:3]([C:5]1[S:6][C:7]([CH:14]=[O:15])=[CH:8][C:9]=1[C:10]([CH3:11])([CH3:12])[CH3:13])=[O:4]. Procedure details: A solution of 5-diethoxymethyl-3-tert-butyl-thiophene-2-carboxylic acid methyl ester (1.84 g, 6.1 mmol) in dioxane (10 ml) was cooled to 0° C. (ice bath). 88% formic acid (20 ml) was added in one portion and the mixture was stirred at 0° C. for 5 min and then at rt for 2 h. The mixture was concentrated under reduced pressure to afford the desired product which was not further purified (1.57 g, 100% yield).